This data is from the Open Reaction Database (ORD), a public repository of structured organic reaction records. The task is: describe an organic reaction: reactants, conditions, products, and yield The reactants are ClC=1SC2=C(N1)C(C1=C(C=C2)C=C(C=C1)Cl)C=1C(NC(N(C1)C)=O)=O ((±)-5-(2,7-Dichloro-4H-benzo[5,6]cyclohepta[1,2-d]thiazol-4-yl)-1-methyl-2,4(1H,3H)-pyrimidinedione), C[O-].[Na+] (sodium methoxide). Product: ClC=1C=CC2=C(C=CC3=C(N=C(S3)OC)C2C=2C(NC(N(C2)C)=O)=O)C1 ((±)-5-(7-Chloro-2-methoxy-4H-benzo[5,6]cyclohepta[1,2-d]thiazol-4-yl)-1-methyl-2,4(1H,3H)-pyrimidinedione). As a reaction SMILES: Cl[C:2]1[S:3][C:4]2[CH:11]=[CH:10][C:9]3[CH:12]=[C:13]([Cl:16])[CH:14]=[CH:15][C:8]=3[CH:7]([C:17]3[C:18](=[O:25])[NH:19][C:20](=[O:24])[N:21]([CH3:23])[CH:22]=3)[C:5]=2[N:6]=1.[CH3:26][O-:27].[Na+]>>[Cl:16][C:13]1[CH:14]=[CH:15][C:8]2[CH:7]([C:17]3[C:18](=[O:25])[NH:19][C:20](=[O:24])[N:21]([CH3:23])[CH:22]=3)[C:5]3[N:6]=[C:2]([O:27][CH3:26])[S:3][C:4]=3[CH:11]=[CH:10][C:9]=2[CH:12]=1 |f:1.2|. Reported procedure: The product from example 44 step (viii) (0.1 g) was heated with a solution of sodium methoxide (made from sodium (0.2 g) in dry methanol (10 ml)) at reflux for 3 h. The mixture was partitioned between ethyl acetate and water. The organic phase was collected, dried (MgSO4) and solvent evaporated under reduced pressure. Purification was by chromatography eluting with 70% ethyl acetate in isohexane to give the title product as a colourless solid. Solvent: C(C)O (ethanol). Isolated yield 20.8%. Product: C(C)OC(/C(/C1=CC=C(C=C1)S(=O)(=O)C)=N/OC1CCCC1)=O ((E)-cyclopentyloxyimino-(4-methanesulfonyl-phenyl)-acetic acid ethyl ester). Reaction conditions: temperature 70 celsius, time 2 hour. Reaction SMILES: [CH2:1]([O:3][C:4](=[O:17])[C:5]([C:7]1[CH:12]=[CH:11][C:10]([S:13]([CH3:16])(=[O:15])=[O:14])=[CH:9][CH:8]=1)=O)[CH3:2].[CH:18]1([O:23][NH2:24])[CH2:22][CH2:21][CH2:20][CH2:19]1>C(O)C>[CH2:1]([O:3][C:4](=[O:17])/[C:5](=[N:24]/[O:23][CH:18]1[CH2:22][CH2:21][CH2:20][CH2:19]1)/[C:7]1[CH:12]=[CH:11][C:10]([S:13]([CH3:16])(=[O:15])=[O:14])=[CH:9][CH:8]=1)[CH3:2]. The reactants are C(C)OC(C(=O)C1=CC=C(C=C1)S(=O)(=O)C)=O ((4-Methylsulfonyl-phenyl)-oxo-acetic acid ethyl ester), C1(CCCC1)ON (O-Cyclopentyl-hydroxylamine). Procedure details: (4-Methylsulfonyl-phenyl)-oxo-acetic acid ethyl ester (218 mg, 0.85 mmol) was stirred in ethanol (1.7 mL) and warmed in a 70° C. oil bath. O-Cyclopentyl-hydroxylamine (prepared as in Example 1, 146 mg, 1.06 mmol) was added. After 2 h, the reaction mixture was allowed to cool and concentrated in vacuo. Purification by flash column chromatography (Merck silica gel 60, 40-63 □m; 30% ethyl acetate/hexanes to 75% ethyl acetate/hexanes) afforded (E)-cyclopentyloxyimino-(4-methanesulfonyl-phenyl)-aceti... Starting materials: Cc1ccc(=O)[nH]c1, CS(C)=O, [Cu]I, Nc1ccc(I)cc1F, [K+], [K+], O=C([O-])[O-], Oc1cccc2cccnc12. The product is Cc1ccc(=O)n(-c2ccc(N)c(F)c2)c1. Reaction SMILES: [CH3:10][c:11]1[cH:12][cH:13][c:14](=[O:17])[nH:15][cH:16]1.[CH3:35][S:36]([CH3:37])=[O:38].[Cu:39][I:40].[F:1][c:2]1[c:3]([NH2:4])[cH:5][cH:6][c:7]([I:9])[cH:8]1.[K+:29].[K+:30].[O-:31][C:32]([O-:33])=[O:34].[OH:18][c:19]1[cH:20][cH:21][cH:22][c:23]2[c:24]1[n:25][cH:26][cH:27][cH:28]2>>[F:1][c:2]1[c:3]([NH2:4])[cH:5][cH:6][c:7](-[n:15]2[c:14](=[O:17])[cH:13][cH:12][c:11]([CH3:10])[cH:16]2)[cH:8]1.